This data is from the Open Reaction Database (ORD), a public repository of structured organic reaction records. The task is: describe an organic reaction: reactants, conditions, products, and yield Reactants: CS(=O)(=O)c1cc(-c2ccncc2)ccc1NCc1ccccc1, CO, Cl, C1COCCO1, [Pd]. Product: CS(=O)(=O)c1cc(-c2ccncc2)ccc1N. RXN SMILES: [CH2:1]([c:2]1[cH:3][cH:4][cH:5][cH:6][cH:7]1)[NH:8][c:9]1[c:10]([S:21](=[O:22])(=[O:23])[CH3:24])[cH:11][c:12](-[c:15]2[cH:16][cH:17][n:18][cH:19][cH:20]2)[cH:13][cH:14]1.[CH3:26][OH:27].[ClH:25].[O:28]1[CH2:29][CH2:30][O:31][CH2:32][CH2:33]1.[Pd:34]>>[NH2:8][c:9]1[c:10]([S:21](=[O:22])(=[O:23])[CH3:24])[cH:11][c:12](-[c:15]2[cH:16][cH:17][n:18][cH:19][cH:20]2)[cH:13][cH:14]1. The reactants are C(=O)C1(CCSC2=C1N(C=1C=CC=CC21)C)C (4-formyl-4,5-dimethyl-2,3,4,5-tetrahydrothiopyrano[3,2-b]indole), CN (methylamine). Yields the product CNCC1(CCSC2=C1N(C=1C=CC=CC21)C)C (4-Methylaminomethyl-4,5-dimethyl-2,3,4,5-tetrahydrothiopyrano[3,2-b]indole). Yield: 97.4%. Reaction SMILES: [CH:1]([C:3]1([CH3:17])[C:8]2[N:9]([CH3:16])[C:10]3[CH:11]=[CH:12][CH:13]=[CH:14][C:15]=3[C:7]=2[S:6][CH2:5][CH2:4]1)=O.[CH3:18][NH2:19]>>[CH3:18][NH:19][CH2:1][C:3]1([CH3:17])[C:8]2[N:9]([CH3:16])[C:10]3[CH:11]=[CH:12][CH:13]=[CH:14][C:15]=3[C:7]=2[S:6][CH2:5][CH2:4]1. Procedure details: In the same procedure as described in Example 2, 4-formyl-4,5-dimethyl-2,3,4,5-tetrahydrothiopyrano[3,2-b]indole is allowed to react with methylamine to give the title compound: Yield 97.4%. Reactants: CC1=C(C=CC=C1)B(O)O (2-methylphenylboronic acid), C(C)(=O)[O-] (acetate), C([O-])([O-])=O.[K+].[K+] (potassium carbonate), CC(C(=O)[O-])C1CCN2C1=C(C=1C(=CC(=CC21)F)Br)SC2=CC=C(C=C2)Cl ((+/−)-methyl[8-bromo-9-[(4-chlorophenyl)sulfanyl]-6-fluoro-2,3-dihydro-1H-pyrrolo[1,2-a]indol-1-yl]acetate). The reagents and catalysts are C1(=CC=CC=C1)P(C1=CC=CC=C1)C1=CC=CC=C1.[Pd] (triphenylphosphine palladium). The solvent is C(CC)O (1-propanol). Run at temperature 80 celsius, time 6 hour. The product is ClC1=CC=C(C=C1)SC1=C2N(C=3C=C(C=C(C13)C1=C(C=CC=C1)C)F)CCC2CC(=O)O ((+/−)-[9-[(4-CHLOROPHENYL)THIO]-6-FLUORO-8-(2-METHYLPHENYL)-2,3-DIHYDRO-1H-PYRROLO[1,2-a]INDOL-1-YL]ACETIC ACID). Yield: 92.0%. Reaction SMILES: C[CH:2]([CH:6]1[C:10]2=[C:11]([S:20][C:21]3[CH:26]=[CH:25][C:24]([Cl:27])=[CH:23][CH:22]=3)[C:12]3[C:13](Br)=[CH:14][C:15]([F:18])=[CH:16][C:17]=3[N:9]2[CH2:8][CH2:7]1)[C:3]([O-:5])=[O:4].[CH3:28][C:29]1[CH:34]=[CH:33][CH:32]=[CH:31][C:30]=1B(O)O.C([O-])(=O)C.C(=O)([O-])[O-].[K+].[K+]>C(O)CC.C1(P(C2C=CC=CC=2)C2C=CC=CC=2)C=CC=CC=1.[Pd]>[Cl:27][C:24]1[CH:25]=[CH:26][C:21]([S:20][C:11]2[C:12]3[C:13]([C:30]4[CH:31]=[CH:32][CH:33]=[CH:34][C:29]=4[CH3:28])=[CH:14][C:15]([F:18])=[CH:16][C:17]=3[N:9]3[CH2:8][CH2:7][CH:6]([CH2:2][C:3]([OH:5])=[O:4])[C:10]=23)=[CH:22][CH:23]=1 |f:3.4.5,7.8|. Procedure: To (+/−)-methyl[8-bromo-9-[(4-chlorophenyl)sulfanyl]-6-fluoro-2,3-dihydro-1H-pyrrolo[1,2-a]indol-1-yl]acetate (Example 7, Step 9, 100 mg, 0.21 mmol) in 1-propanol (2 mL) were added 2-methylphenylboronic acid (57 mg, 0.42 mmol), 3:1 mixture of triphenylphosphine/palladium (>) acetate (11 mg) and 2M aqueous potassium carbonate (0.3 mL). The mixture was degassed and stirred at 80° C. for 6 h and the reaction mixture was cooled to r.t. Then THF (3 mL) and 1N LiOH were added and the mixture was stirr... The reactants are C1=CC=C(C=C1)OC2=CC=C(C=C2)C(Cl)(Cl)Cl (P-phenoxybenzotrichloride), O(C1=CC=CC=C1)C1=CC=C(C(=O)O)C=C1 (p-phenoxybenzoic acid), Cl (HCl). Reaction conditions: temperature 140 celsius, time 16 hour. The product is O(C1=CC=CC=C1)C1=CC=C(C(=O)Cl)C=C1 (p-phenoxybenzoylchloride). Yield: 73.0%. Reaction SMILES: [CH:1]1[CH:6]=[CH:5][C:4]([O:7][C:8]2[CH:13]=[CH:12][C:11]([C:14]([Cl:17])(Cl)Cl)=[CH:10][CH:9]=2)=[CH:3][CH:2]=1.[O:18](C1C=CC(C(O)=O)=CC=1)C1C=CC=CC=1.Cl>>[O:7]([C:8]1[CH:13]=[CH:12][C:11]([C:14]([Cl:17])=[O:18])=[CH:10][CH:9]=1)[C:4]1[CH:5]=[CH:6][CH:1]=[CH:2][CH:3]=1. Procedure: P-phenoxybenzotrichloride (288 parts) was added to 182 parts of p-phenoxybenzoic acid, with mixing. The mixture was allowed to stand at ambient temperature for about 16 hours, then heated, over a period of about 4 hours, to a temperature of about 140° C., at which point HCl evolution was detected. The mixture was maintained at a temperature of between about 112° and 140° C. for an additional 21 hours, then cooled and analyzed by gas chromatographic techniques. Analysis indicated a 73% yield of p... Starting materials: C(C(CO)(CO)N)O.Cl (Tris-HCl), C([C@H]([C@@H](CS)O)O)S (DTT), [Mg+2].[Cl-].[Cl-] (MgCl2), [lambda-32P]-ATP, polynucleotide, oligodeoxynucleotides, C(C(CO)(CO)N)O.Cl (Tris-HCl), C([C@H]([C@@H](CS)O)O)S (DTT), [Mg+2].[Cl-].[Cl-] (MgCl2), P(O)(=O)(OP(=O)(O)OP(=O)(O)O)OC[C@@H]1[C@H]([C@H]([C@@H](O1)N1C=NC=2C(N)=NC=NC12)O)O (ATP), polynucleotide, phosphotriester, oligodeoxynucleotides, P(O)(=O)(OP(=O)(O)OP(=O)(O)O)OC[C@@H]1[C@H]([C@H]([C@@H](O1)N1C=NC=2C(N)=NC=NC12)O)O (ATP), oligodeoxynucleotide. Conditions: time 30 minute. The product is N[C@@H](CC1=CNC2=CC=CC=C12)C(=O)O (Tryptophan). As a reaction SMILES: C(O)[C:2]([NH2:7])([CH2:5][OH:6])[CH2:3]O.Cl.C(S)[C@@H](O)[C@H]([OH:15])CS.[Mg+2].[Cl-].[Cl-].P(O[CH2:34][C@H:35]1O[C@@H:38]([N:40]2[C:49]3N=CN=[C:44](N)[C:43]=3N=C2)[C@H:37](O)[C@@H:36]1O)(OP(OP(O)(O)=O)(O)=O)(=O)O>>[NH2:7][C@H:2]([C:5]([OH:15])=[O:6])[CH2:3][C:37]1[C:36]2[C:49](=[CH:43][CH:44]=[CH:34][CH:35]=2)[NH:40][CH:38]=1 |f:0.1,3.4.5|. Procedure details: The ten oligodeoxynucleotides shown in FIG. 14 were synthesized by the phosphotriester method and purified. 500 pmole of each oligodeoxynucleotide except 1 and 10 were phosphorylated individually in 20 ul containing 60 mM Tris-HCl, pH 8, 15 mM DTT, 10 mM MgCl2, 20 uCi of [lambda-32P]-ATP and 20 units of polynucleotide kinase (P/L Biochemicals) for 30 min. at 37° C. This was followed by the addition of 10 ul containing 60 mM Tris-HCl, pH 8, 15 mM DTT, 10 mM MgCl2, 1.5 mM ATP and 20 additional uni... Starting materials: O=C([O-])O, N#CC1(c2cccc(C(=O)Cl)c2Cl)CC1, Nc1cc(O)ccc1F, [Na+], C1CCOC1. Product: N#CC1(c2cccc(C(=O)Nc3cc(O)ccc3F)c2Cl)CC1. RXN SMILES: [C:10](=[O:11])([O-:12])[OH:13].[Cl:15][c:16]1[c:17]([C:18](=[O:19])[Cl:20])[cH:21][cH:22][cH:23][c:24]1[C:25]1([C:28]#[N:29])[CH2:26][CH2:27]1.[NH2:1][c:2]1[cH:3][c:4]([OH:9])[cH:5][cH:6][c:7]1[F:8].[Na+:14].[O:30]1[CH2:31][CH2:32][CH2:33][CH2:34]1>>[NH:1]([c:2]1[cH:3][c:4]([OH:9])[cH:5][cH:6][c:7]1[F:8])[C:18]([c:17]1[c:16]([Cl:15])[c:24]([C:25]2([C:28]#[N:29])[CH2:26][CH2:27]2)[cH:23][cH:22][cH:21]1)=[O:19]. Reactants: [Cr](=O)(=O)(O)O (chromic acid), C(CC)[C@]12[C@H](CC[C@H]2[C@H]2[C@H](CC1)[C@H]1CCCC=C1CC2)O (13β-n-propyl-gon-4-en-17β-ol). Solvent: CC(=O)C (acetone). Yields the product C(CC)[C@]12C(CC[C@H]2[C@H]2[C@H](CC1)[C@H]1CCCC=C1CC2)=O (13β-n-propyl-gon-4-en-17-one). RXN SMILES: [Cr](O)(O)(=O)=O.[CH2:6]([C@:9]12[CH2:17][CH2:16][C@@H:15]3[C@@H:18]4[C:23]([CH2:24][CH2:25][C@H:14]3[C@@H:13]1[CH2:12][CH2:11][C@@H:10]2[OH:26])=[CH:22][CH2:21][CH2:20][CH2:19]4)[CH2:7][CH3:8]>CC(C)=O>[CH2:6]([C@:9]12[CH2:17][CH2:16][C@@H:15]3[C@@H:18]4[C:23]([CH2:24][CH2:25][C@H:14]3[C@@H:13]1[CH2:12][CH2:11][C:10]2=[O:26])=[CH:22][CH2:21][CH2:20][CH2:19]4)[CH2:7][CH3:8]. Procedure: Add 8N chromic acid dropwise with stirring to a solution of 13β-n-propyl-gon-4-en-17β-ol in acetone (100 cc.) until the solution becomes permanently orange. Add isopropanol (10 cc.) and potassium carbonate (5 g.), filter and evaporate the filtrate to dryness. Filter the residue in benzene-ether (1:1) through neutral alumina (20 g.), evaporate and recrystallize the product from methanol to obtain 13β-n-propyl-gon-4-en-17-one. Recrystallize from ether-hexane to obtain the pure product, m.p. 89°-90... The reactants are CNC(=O)c1cnc(N2CCN(C(=O)OC(C)(C)C)CC2)cc1-c1ccccc1C, C[Si](C)(C)[N-][Si](C)(C)C, FC(F)(F)c1cc(CBr)cc(C(F)(F)F)c1, [K+], [Na+], C1CCOC1, [OH-], O. The product is Cc1ccccc1-c1cc(N2CCN(C(=O)OC(C)(C)C)CC2)ncc1C(=O)N(C)Cc1cc(C(F)(F)F)cc(C(F)(F)F)c1. Reaction SMILES: [C:1]([CH3:2])([CH3:3])([CH3:4])[O:5][C:6](=[O:7])[N:8]1[CH2:9][CH2:10][N:11]([c:14]2[n:15][cH:16][c:17]([C:27]([NH:28][CH3:29])=[O:30])[c:18](-[c:20]3[c:21]([CH3:26])[cH:22][cH:23][cH:24][cH:25]3)[cH:19]2)[CH2:12][CH2:13]1.[CH3:31][Si:32]([CH3:33])([CH3:34])[N-:35][Si:36]([CH3:37])([CH3:38])[CH3:39].[F:41][C:42]([c:43]1[cH:44][c:45]([CH2:46][Br:47])[cH:48][c:49]([C:51]([F:52])([F:53])[F:54])[cH:50]1)([F:55])[F:56].[K+:40].[Na+:58].[O:59]1[CH2:60][CH2:61][CH2:62][CH2:63]1.[OH-:57].[OH2:64]>>[C:1]([CH3:2])([CH3:3])([CH3:4])[O:5][C:6](=[O:7])[N:8]1[CH2:9][CH2:10][N:11]([c:14]2[n:15][cH:16][c:17]([C:27]([N:28]([CH3:29])[CH2:46][c:45]3[cH:44][c:43]([C:42]([F:41])([F:55])[F:56])[cH:50][c:49]([C:51]([F:52])([F:53])[F:54])[cH:48]3)=[O:30])[c:18](-[c:20]3[c:21]([CH3:26])[cH:22][cH:23][cH:24][cH:25]3)[cH:19]2)[CH2:12][CH2:13]1.